This data is from the Open Reaction Database (ORD), a public repository of structured organic reaction records. The task is: describe an organic reaction: reactants, conditions, products, and yield Starting materials: C=Cc1c(N)cccc1OC, ClC1=NCCN1. Product: C=Cc1c(N=C2NCCN2)cccc1OC. RXN SMILES: [CH:1](=[CH2:2])[c:3]1[c:4]([O:5][CH3:6])[cH:7][cH:8][cH:9][c:10]1[NH2:11].[Cl:12][C:13]1=[N:17][CH2:16][CH2:15][NH:14]1>>[CH:1](=[CH2:2])[c:3]1[c:4]([O:5][CH3:6])[cH:7][cH:8][cH:9][c:10]1[N:11]=[C:13]1[NH:14][CH2:15][CH2:16][NH:17]1. The reactants are C1=CC(=CC=C1C(=O)O)I (p-iodobenzoic acid), [H-].[Al+3].[Li+].[H-].[H-].[H-] (lithium aluminum hydride), Cl (hydrochloric acid). Solvent: O1CCCC1 (tetrahydrofuran), O1CCCC1 (tetrahydrofuran). Run at time 2 hour. Yields the product IC1=CC=C(CO)C=C1 (p-iodobenzyl alcohol). Reaction SMILES: [CH:1]1[C:6]([C:7](O)=[O:8])=[CH:5][CH:4]=[C:3]([I:10])[CH:2]=1.[H-].[Al+3].[Li+].[H-].[H-].[H-].Cl>O1CCCC1>[I:10][C:3]1[CH:4]=[CH:5][C:6]([CH2:7][OH:8])=[CH:1][CH:2]=1 |f:1.2.3.4.5.6|. Procedure: To a stirred solution of p-iodobenzoic acid (5 mmole) in a dry tetrahydrofuran (20 ml) at -70° is added a suspension of lithium aluminum hydride (10 mmole) in tetrahydrofuran (10 ml). The mixture is allowed to warm to 0° and stirred at 0° for 2 hours. The reaction mixture is then poured into a dilute hydrochloric acid -- ice mixture and extracted with ether. The ether extract is washed with dilute bicarbonate solution, washed, dried over sodium sulfate and concentrated to dryness. Chromatography... Reactants: FC(C1=NN(C=2C3=C(CCC12)C=C(C=C3)OC)C3=CC=C(C=C3)S(=O)(=O)N)F (4-[3-(difluoromethyl)-4,5-dihydro-7-methoxy-1H-benz[g]indazol-1-yl]benzenesulfonamide), ClN1C(CCC1=O)=O (NCS), ClN1C(CCC1=O)=O (N-chlorosuccinimide), C(C)O (ethanol). Solvent: C(Cl)(Cl)Cl (chloroform). Run at temperature 50 celsius. Product: ClC1=C(C=CC=2C1=CC=C1C(=NN(C21)C2=CC=C(C=C2)S(=O)(=O)N)C(F)F)OC (4-[6-Chloro-3-(difluoromethyl)-7-methoxy-1H-benz[g]indazol-1-yl]benzenesulfonamide). As a reaction SMILES: [F:1][CH:2]([F:28])[C:3]1[C:11]2[CH2:10][CH2:9][C:8]3[CH:12]=[C:13]([O:16][CH3:17])[CH:14]=[CH:15][C:7]=3[C:6]=2[N:5]([C:18]2[CH:23]=[CH:22][C:21]([S:24]([NH2:27])(=[O:26])=[O:25])=[CH:20][CH:19]=2)[N:4]=1.[Cl:29]N1C(=O)CCC1=O.C(O)C>C(Cl)(Cl)Cl>[Cl:29][C:12]1[C:8]2=[CH:9][CH:10]=[C:11]3[C:6]([N:5]([C:18]4[CH:23]=[CH:22][C:21]([S:24]([NH2:27])(=[O:26])=[O:25])=[CH:20][CH:19]=4)[N:4]=[C:3]3[CH:2]([F:1])[F:28])=[C:7]2[CH:15]=[CH:14][C:13]=1[O:16][CH3:17]. Reported procedure: 4-[3-(Difluoromethyl)-4,5-dihydro-7-methoxy-1H-benz[g]indazol-1-yl]benzenesulfonamide (1.0 g, 1.23 mmol) from Step 2 was suspended in chloroform (100 ml), and N-chlorosuccinimide (NCS) (329 mg, 1.23 mmol) was added. The reaction was heated to 50° C. for 16 hours. At this point, ethanol (20 ml) was added to dissolve the suspended reagents. The reaction was again heated to 50° C. for 24 hours. At this time, an additional equivalent of NCS (329 mg) was added, and the reaction was heated to 50° C. f...